Dataset: the Open Reaction Database (ORD), a public repository of structured organic reaction records. Task: describe an organic reaction: reactants, conditions, products, and yield The reactants are CCc1nc(OC)c(NC(=O)N2CCN(c3cc(F)cc(F)c3)CC2)cc1C(=O)O, CC(N)C(=O)Nc1cc(CO)cc(Nc2c3ccccc3nc3ccccc23)c1. Yields the product CCc1nc(OC)c(NC(=O)N2CCN(c3cc(F)cc(F)c3)CC2)cc1C(=O)NC(C)C(=O)Nc1cc(CO)cc(Nc2c3ccccc3nc3ccccc23)c1. RXN SMILES: [CH2:1]([CH3:2])[c:3]1[c:4]([C:5](=[O:6])[OH:7])[cH:8][c:9]([NH:14][C:15](=[O:16])[N:17]2[CH2:18][CH2:19][N:20]([c:23]3[cH:24][c:25]([F:30])[cH:26][c:27]([F:29])[cH:28]3)[CH2:21][CH2:22]2)[c:10]([O:12][CH3:13])[n:11]1.[cH:31]1[cH:32][cH:33][cH:34][c:35]2[n:36][c:37]3[cH:38][cH:39][cH:40][cH:41][c:42]3[c:43]([NH:45][c:46]3[cH:47][c:48]([NH:54][C:55]([CH:56]([CH3:57])[NH2:58])=[O:59])[cH:49][c:50]([CH2:52][OH:53])[cH:51]3)[c:44]12>>[CH2:1]([CH3:2])[c:3]1[c:4]([C:5](=[O:6])[NH:58][CH:56]([C:55]([NH:54][c:48]2[cH:47][c:46]([NH:45][c:43]3[c:42]4[c:37]([n:36][c:35]5[cH:34][cH:33][cH:32][cH:31][c:44]53)[cH:38][cH:39][cH:40][cH:41]4)[cH:51][c:50]([CH2:52][OH:53])[cH:49]2)=[O:59])[CH3:57])[cH:8][c:9]([NH:14][C:15](=[O:16])[N:17]2[CH2:18][CH2:19][N:20]([c:23]3[cH:24][c:25]([F:30])[cH:26][c:27]([F:29])[cH:28]3)[CH2:21][CH2:22]2)[c:10]([O:12][CH3:13])[n:11]1. Starting materials: Cl.C1=CC=CC=2C3=CC=CC=C3C(C12)COC(=O)N1C[C@@H](C[C@@H](C1)C(N(CC1=CC(=C(C=C1)C)OCCCOC)C1CC1)=O)N ((3R*,5S*)-3-amino-5-{cyclopropyl-[3-(3-methoxy-propoxy)-4-methyl-benzyl]-carbamoyl}-piperidine-1-carboxylic acid 9H-fluoren-9-ylmethyl ester, hydrochloride), C(C(C)(C)C)(=O)Cl (pivaloyl chloride). Solvent: CC#N (CH3CN). Product: C1(CC1)N(C(=O)[C@@H]1CNC[C@@H](C1)NC(C(C)(C)C)=O)CC1=CC(=C(C=C1)C)OCCCOC ((3S*,5R*)-5-(2,2-Dimethyl-propionylamino)-piperidine-3-carboxylic acid cyclopropyl-[3-(3-methoxy-propoxy)-4-methyl-benzyl]-amide). RXN SMILES: Cl.C1C2C(COC([N:19]3[CH2:24][C@@H:23]([C:25](=[O:44])[N:26]([CH:41]4[CH2:43][CH2:42]4)[CH2:27][C:28]4[CH:33]=[CH:32][C:31]([CH3:34])=[C:30]([O:35][CH2:36][CH2:37][CH2:38][O:39][CH3:40])[CH:29]=4)[CH2:22][C@@H:21]([NH2:45])[CH2:20]3)=O)C3C(=CC=CC=3)C=2C=CC=1.[C:46](Cl)(=[O:51])[C:47]([CH3:50])([CH3:49])[CH3:48]>CC#N>[CH:41]1([N:26]([CH2:27][C:28]2[CH:33]=[CH:32][C:31]([CH3:34])=[C:30]([O:35][CH2:36][CH2:37][CH2:38][O:39][CH3:40])[CH:29]=2)[C:25]([C@H:23]2[CH2:22][C@@H:21]([NH:45][C:46](=[O:51])[C:47]([CH3:50])([CH3:49])[CH3:48])[CH2:20][NH:19][CH2:24]2)=[O:44])[CH2:42][CH2:43]1 |f:0.1|. Procedure details: The title compound is prepared analogously as described in Example 61 using (3R*,5S*)-3-amino-5-{cyclopropyl-[3-(3-methoxy-propoxy)-4-methyl-benzyl]-carbamoyl}-piperidine-1-carboxylic acid 9H-fluoren-9-ylmethyl ester, hydrochloride (Example 98A.) and pivaloyl chloride. MS: 460.6 [M+H]+; tR (HPLC, Nucleosil C18; 5-100% CH3CN+0.1% TFA/H2O+0.1% TFA for 8 min, flow 1.5 ml/min): 5.07 min. Starting materials: NN (hydrazine), ClC1=CC(=C(C=C1)S(=O)(=O)Cl)[N+](=O)[O-] (4-Chloro-2-nitro-benzenesulfonyl chloride), C(C)(C)(C)OC(=O)N1CCC(CC1)N (4-Amino-piperidine-1-carboxylic acid tert-butyl ester), C(=O)([O-])[O-].[K+].[K+] (K2CO3). Reagents/catalysts: [Ni] (Ra—Ni). Solvent: C(Cl)Cl (DCM). Reaction conditions: time 1 hour. Yields the product C(C)(C)(C)OC(=O)N1CCC(CC1)NS(=O)(=O)C1=C(C=C(C=C1)Cl)N (4-(2-Amino-4-chloro-benzenesulfonylamino)-piperidine-1-carboxylic acid tert-butyl ester). Isolated yield 97.5%. RXN SMILES: [Cl:1][C:2]1[CH:7]=[CH:6][C:5]([S:8](Cl)(=[O:10])=[O:9])=[C:4]([N+:12]([O-])=O)[CH:3]=1.[C:15]([O:19][C:20]([N:22]1[CH2:27][CH2:26][CH:25]([NH2:28])[CH2:24][CH2:23]1)=[O:21])([CH3:18])([CH3:17])[CH3:16].C([O-])([O-])=O.[K+].[K+].NN>C(Cl)Cl.[Ni]>[C:15]([O:19][C:20]([N:22]1[CH2:27][CH2:26][CH:25]([NH:28][S:8]([C:5]2[CH:6]=[CH:7][C:2]([Cl:1])=[CH:3][C:4]=2[NH2:12])(=[O:10])=[O:9])[CH2:24][CH2:23]1)=[O:21])([CH3:18])([CH3:16])[CH3:17] |f:2.3.4|. Procedure: The mixture of 4-Chloro-2-nitro-benzenesulfonyl chloride (255 mg, 1 mmol), 4-Amino-piperidine-1-carboxylic acid tert-butyl ester (200 mg, 1 mmol) and K2CO3 (276 mg, 2 mmol) in DCM (3 mL) was stirred at room temperature for 1 hr. The mixture was concentrated in vacuo, the residue was dissolved in methanol, and then Ra—Ni (0.5 g) and hydrazine (1 mL, 17 mmol) was added. The resulting mixture was stirred at room temperature for 2 hr, filtered concentrated in vacuo. The residue was purified by colum... Starting materials: C(C)OC(=O)C(=C)[C@@H]1[C@H](C(N1)=O)[C@@H](C)OC(=O)OCC1=CC=CC=C1 ((3S,4S)-4-(1-ethoxycarbonylethenyl)-3-(1-(R)-benzyloxycarbonyloxyethyl)-2-azetidinone), [BH4-].[Na+] (sodium borohydride). The reagents and catalysts are [Ni](Cl)Cl (nickel chloride). Run in C(C)(C)O (isopropanol), O (water), C(C)(=O)OCC (ethyl acetate). Reaction conditions: time 1 hour. The product is C(C)OC(=O)C(C)[C@@H]1[C@H](C(N1)=O)[C@@H](C)OC(=O)OCC1=CC=CC=C1 ((3S,4S)-4-(1-ethoxycarbonylethyl)-3-(1-(R)-benzyloxycarbonyloxyethyl)-2-azetidinone). RXN SMILES: [CH2:1]([O:3][C:4]([C:6]([C@H:8]1[NH:11][C:10](=[O:12])[C@@H:9]1[C@H:13]([O:15][C:16]([O:18][CH2:19][C:20]1[CH:25]=[CH:24][CH:23]=[CH:22][CH:21]=1)=[O:17])[CH3:14])=[CH2:7])=[O:5])[CH3:2].[BH4-].[Na+]>C(O)(C)C.O.C(OCC)(=O)C.[Ni](Cl)Cl>[CH2:1]([O:3][C:4]([CH:6]([C@H:8]1[NH:11][C:10](=[O:12])[C@@H:9]1[C@H:13]([O:15][C:16]([O:18][CH2:19][C:20]1[CH:21]=[CH:22][CH:23]=[CH:24][CH:25]=1)=[O:17])[CH3:14])[CH3:7])=[O:5])[CH3:2] |f:1.2|. Procedure: A solution of (3S,4S)-4-(1-ethoxycarbonylethenyl)-3-(1-(R)-benzyloxycarbonyloxyethyl)-2-azetidinone (1.04 g) in isopropanol (20 ml) and water (10 ml) was treated with sodium borohydride (230 mg) in the presence of nickel chloride (40 mg) at 0°-5° C. for 15 minutes. After stirring at room temperature for additional 1 hour, the reaction mixture was diluted with ethyl acetate (300 ml), washed with brine and dried over anhydrous sodium sulfate. Filtration and concentration of the filtrate in vacuo g... Reactants: ClC1=NC(=NC(=C1)Cl)C1=CC=C(C=C1)C (4,6-dichloro-2-(p-tolyl)-pyrimidine), CN1CCNCC1 (N-methylpiperazine). Run in C(C)O (ethanol). Product: ClC1=NC(=NC(=C1)N1CCN(CC1)C)C1=CC=C(C=C1)C (4-chloro-6-(4-methyl-1-piperazinyl)-2-(4-tolyl)-pyrimidine). Reaction SMILES: Cl[C:2]1[CH:7]=[C:6]([Cl:8])[N:5]=[C:4]([C:9]2[CH:14]=[CH:13][C:12]([CH3:15])=[CH:11][CH:10]=2)[N:3]=1.[CH3:16][N:17]1[CH2:22][CH2:21][NH:20][CH2:19][CH2:18]1>C(O)C>[Cl:8][C:6]1[CH:7]=[C:2]([N:20]2[CH2:21][CH2:22][N:17]([CH3:16])[CH2:18][CH2:19]2)[N:3]=[C:4]([C:9]2[CH:14]=[CH:13][C:12]([CH3:15])=[CH:11][CH:10]=2)[N:5]=1. Procedure: Repeating the procedure of Example XX 7.2 g. of 4,6-dichloro-2-(p-tolyl)-pyrimidine and 6.0 g. of N-methylpiperazine are reacted in 40 ml. of absolute ethanol. The crude product (8.4 g.) is separated and twice recrystallized from n-heptane to afford 4-chloro-6-(4-methyl-1-piperazinyl)-2-(4-tolyl)-pyrimidine, m.p. 93°-95°C. The reactants are [BH3-]C#N, CNC, CNC, CO, O=C1CC(Cl)CCCC1N(C(=O)CCCl)c1ccccc1, Cl, [Na+]. Product: CN(C)C1CC(Cl)CCCC1N(C(=O)CCCl)c1ccccc1. Reaction SMILES: [C:22]([BH3-:23])#[N:24].[CH3:27][NH:28][CH3:29].[CH3:30][NH:31][CH3:32].[CH3:33][OH:34].[Cl:1][CH2:2][CH2:3][C:4](=[O:5])[N:6]([c:7]1[cH:8][cH:9][cH:10][cH:11][cH:12]1)[CH:13]1[C:14](=[O:21])[CH2:15][CH:16]([Cl:20])[CH2:17][CH2:18][CH2:19]1.[ClH:26].[Na+:25]>>[Cl:1][CH2:2][CH2:3][C:4](=[O:5])[N:6]([c:7]1[cH:8][cH:9][cH:10][cH:11][cH:12]1)[CH:13]1[CH:14]([N:28]([CH3:27])[CH3:29])[CH2:15][CH:16]([Cl:20])[CH2:17][CH2:18][CH2:19]1. Product: ClC=1C=C(C(=O)O)C=C(C1)C=1C=CC2=C(C(=C(O2)C2=CC=C(C=C2)F)C(NC)=O)C1 (3-Chloro-5-(2-(4-fluorophenyl)-3-(methylcarbamoyl)benzofuran-5-yl)benzoic acid). Procedure: To a 250 mL sealed tube was added 2-(4-fluorophenyl)-3-(methylcarbamoyl)benzofuran-5-yl trifluoromethanesulfonate (3.55 g, 8.5 mmol), dioxane (50 mL), water (10 mL), Tetrakis(triphenylphosphine)palladium(0) (0.196 g, 0.170 mmol), 5-borono-3-chlorobenzoic acid (2.55 g, 12.75 mmol), and cesium carbonate (4.15 g, 12.75 mmol). The tube was sealed and heated in an oil bath overnight at 85° C. The reaction mixture was then cooled, diluted with 300 mL of cold 0.5M HCl and stirred for 30 minutes. The re... The reagents and catalysts are C=1C=CC(=CC1)[P](C=2C=CC=CC2)(C=3C=CC=CC3)[Pd]([P](C=4C=CC=CC4)(C=5C=CC=CC5)C=6C=CC=CC6)([P](C=7C=CC=CC7)(C=8C=CC=CC8)C=9C=CC=CC9)[P](C=1C=CC=CC1)(C=1C=CC=CC1)C=1C=CC=CC1 (Tetrakis(triphenylphosphine)palladium(0)). RXN SMILES: FC(F)(F)S(O[C:7]1[CH:8]=[CH:9][C:10]2[O:14][C:13]([C:15]3[CH:20]=[CH:19][C:18]([F:21])=[CH:17][CH:16]=3)=[C:12]([C:22](=[O:25])[NH:23][CH3:24])[C:11]=2[CH:26]=1)(=O)=O.O1CCOCC1.B([C:38]1[CH:39]=[C:40]([Cl:47])[CH:41]=[C:42]([CH:46]=1)[C:43]([OH:45])=[O:44])(O)O.C(=O)([O-])[O-].[Cs+].[Cs+]>Cl.C1C=CC([P]([Pd]([P](C2C=CC=CC=2)(C2C=CC=CC=2)C2C=CC=CC=2)([P](C2C=CC=CC=2)(C2C=CC=CC=2)C2C=CC=CC=2)[P](C2C=CC=CC=2)(C2C=CC=CC=2)C2C=CC=CC=2)(C2C=CC=CC=2)C2C=CC=CC=2)=CC=1.O>[Cl:47][C:40]1[CH:41]=[C:42]([CH:46]=[C:38]([C:7]2[CH:8]=[CH:9][C:10]3[O:14][C:13]([C:15]4[CH:20]=[CH:19][C:18]([F:21])=[CH:17][CH:16]=4)=[C:12]([C:22](=[O:25])[NH:23][CH3:24])[C:11]=3[CH:26]=2)[CH:39]=1)[C:43]([OH:45])=[O:44] |f:3.4.5,^1:58,60,79,98|. Starting materials: FC(S(=O)(=O)OC=1C=CC2=C(C(=C(O2)C2=CC=C(C=C2)F)C(NC)=O)C1)(F)F (2-(4-fluorophenyl)-3-(methylcarbamoyl)benzofuran-5-yl trifluoromethanesulfonate), O1CCOCC1 (dioxane), B(O)(O)C=1C=C(C=C(C(=O)O)C1)Cl (5-borono-3-chlorobenzoic acid), C([O-])([O-])=O.[Cs+].[Cs+] (cesium carbonate). Reaction conditions: temperature 85 celsius, time 30 minute. The solvent is O (water), Cl (HCl).